The task is: describe an organic reaction: reactants, conditions, products, and yield. This data is from the Open Reaction Database (ORD), a public repository of structured organic reaction records. Starting materials: C1(CCC1)N (Cyclobutylamine), C(C)(C)N(C(C)C)CC (N,N-diisopropylethylamine), ClC1=NC(=C2NC=NC2=N1)Cl (2,6-dichloropurine). Solvent: C(CCC)O (n-butanol). Reaction conditions: temperature 60 celsius, time 20 hour. Product: C1(CCC1)NC1=C2NC=NC2=NC(=N1)Cl (6cyclobutylamino-2-chloropurine). RXN SMILES: [CH:1]1([NH2:5])[CH2:4][CH2:3][CH2:2]1.C(N(CC)C(C)C)(C)C.[Cl:15][C:16]1[N:24]=[C:23]2[C:19]([NH:20][CH:21]=[N:22]2)=[C:18](Cl)[N:17]=1>C(O)CCC>[CH:1]1([NH:5][C:18]2[N:17]=[C:16]([Cl:15])[N:24]=[C:23]3[C:19]=2[NH:20][CH:21]=[N:22]3)[CH2:4][CH2:3][CH2:2]1. Procedure details: Cyclobutylamine (20 g, 0.28M) and N,N-diisopropylethylamine (50.4 ml, 0.28M) is added to a suspension of 2,6-dichloropurine (48.4 g, 0.25M) in n-butanol (480 ml). The mixture is stirred at 60° C. for 20 hours. The mnixture is cooled and the precipitate isolated by filtration, washed with n-butanol and dried under vacuum to give 6cyclobutylamino-2-chloropurine;ES+ (M−1) 222.5; mp 237.8° C. dec. The reactants are CC1=C(C=CC(=C1)C=1SC(=NN1)C)C1=CC=C(C=C1)C(=O)O (2'-methyl-4'-(5-methyl-1,3,4-thiadiazol-2-yl)biphenyl-4-carboxylic acid), CN1CCC2(CC1)COC1=CC=3CCNC3C=C12 (1'-methyl-2,3,6,7-tetrahydrospiro[furo[2,3-f]indole-3,4'-piperidine]). Yields the product CN1CCC2(CC1)COC1=CC=3CCN(C3C=C12)C(=O)C1=CC=C(C=C1)C1=C(C=C(C=C1)C=1SC(=NN1)C)C (1'-Methyl-5-(2'-methyl-4'-(5-methyl-1,3,4-thiadiazol-2-yl) biphenyl-4-carbonyl)-2,3,6,7-tetrahydrospiro[furo[2,3-f]indole-3,4'-piperidine]). As a reaction SMILES: [CH3:1][C:2]1[CH:7]=[C:6]([C:8]2[S:9][C:10]([CH3:13])=[N:11][N:12]=2)[CH:5]=[CH:4][C:3]=1[C:14]1[CH:19]=[CH:18][C:17]([C:20]([OH:22])=O)=[CH:16][CH:15]=1.[CH3:23][N:24]1[CH2:29][CH2:28][C:27]2([C:40]3[C:32](=[CH:33][C:34]4[CH2:35][CH2:36][NH:37][C:38]=4[CH:39]=3)[O:31][CH2:30]2)[CH2:26][CH2:25]1>>[CH3:23][N:24]1[CH2:25][CH2:26][C:27]2([C:40]3[C:32](=[CH:33][C:34]4[CH2:35][CH2:36][N:37]([C:20]([C:17]5[CH:18]=[CH:19][C:14]([C:3]6[CH:4]=[CH:5][C:6]([C:8]7[S:9][C:10]([CH3:13])=[N:11][N:12]=7)=[CH:7][C:2]=6[CH3:1])=[CH:15][CH:16]=5)=[O:22])[C:38]=4[CH:39]=3)[O:31][CH2:30]2)[CH2:28][CH2:29]1. Procedure: Crude 2'-methyl-4'-(5-methyl-1,3,4-thiadiazol-2-yl)biphenyl-4-carboxylic acid (D73, 500 mg) and 1'-methyl-2,3,6,7-tetrahydrospiro[furo[2,3-f]indole-3,4'-piperidine] (D8) afforded the title compound according to the general method of Example 1. Preparative HPLC afforded 10 mg of pure compound.